This data is from the Open Reaction Database (ORD), a public repository of structured organic reaction records. The task is: describe an organic reaction: reactants, conditions, products, and yield Reactants: C(C)(C)(C)OC(=O)N1[C@@H](C[C@](C1)(F)CN=[N+]=[N-])C(NCC1=C(C(=CC=C1)Cl)F)=O ((2S,4R)-4-azidomethyl-2-(3-chloro-2-fluoro-benzylcarbamoyl)-4-fluoro-pyrrolidine-1-carboxylic acid tert-butyl ester), C(C)(C)(C)OC(=O)N1[C@@H](C[C@@](C1)(COS(=O)(=O)C)O)C(NCC1=C(C(=CC=C1)Cl)F)=O ((2S,4R)-2-(3-chloro-2-fluoro-benzylcarbamoyl)-4-hydroxy-4-methanesulfonyloxy methyl-pyrrolidine-1-carboxylic acid tert-butyl ester). Yields the product C(C)(C)(C)OC(=O)N1[C@@H](C[C@](C1)(O)CN=[N+]=[N-])C(NCC1=C(C(=CC=C1)Cl)F)=O ((2S,4R)-4-Azidomethyl-2-(3-chloro-2-fluoro-benzylcarbamoyl)-4-hydroxy-pyrrolidine-1-carboxylic acid tert-butyl ester). Reaction SMILES: [C:1]([O:5][C:6]([N:8]1[CH2:12][C@:11]([CH2:14][N:15]=[N+:16]=[N-:17])(F)[CH2:10][C@H:9]1[C:18](=[O:29])[NH:19][CH2:20][C:21]1[CH:26]=[CH:25][CH:24]=[C:23]([Cl:27])[C:22]=1[F:28])=[O:7])([CH3:4])([CH3:3])[CH3:2].C([O:34]C(N1C[C@@](O)(COS(C)(=O)=O)C[C@H]1C(=O)NCC1C=CC=C(Cl)C=1F)=O)(C)(C)C>>[C:1]([O:5][C:6]([N:8]1[CH2:12][C@:11]([CH2:14][N:15]=[N+:16]=[N-:17])([OH:34])[CH2:10][C@H:9]1[C:18](=[O:29])[NH:19][CH2:20][C:21]1[CH:26]=[CH:25][CH:24]=[C:23]([Cl:27])[C:22]=1[F:28])=[O:7])([CH3:4])([CH3:3])[CH3:2]. Procedure details: was obtained using the same protocols as described in Scheme B15 step A for the preparation of (2S,4R)-4-azidomethyl-2-(3-chloro-2-fluoro-benzylcarbamoyl)-4-fluoro-pyrrolidine-1-carboxylic acid tert-butyl ester starting from (2S,4R)-2-(3-chloro-2-fluoro-benzylcarbamoyl)-4-hydroxy-4-methanesulfonyloxy methyl-pyrrolidine-1-carboxylic acid tert-butyl ester (prepared from (2S,4R)-2-(3-chloro-2-fluoro-benzylcarbamoyl)-4-hydroxy-4-hydroxymethyl-pyrrolidine-1-carboxylic acid tert-butyl ester as describ... Starting materials: CCO, Clc1cccc2c(C3=CCNCC3)c[nH]c12, [H][H], O=[Pt]. Yields the product Clc1cccc2c(C3CCNCC3)c[nH]c12. Reaction SMILES: [CH3:21][CH2:22][OH:23].[Cl:1][c:2]1[cH:3][cH:4][cH:5][c:6]2[c:7]([C:11]3=[CH:16][CH2:15][NH:14][CH2:13][CH2:12]3)[cH:8][nH:9][c:10]12.[H:17][H:18].[Pt:19]=[O:20]>>[Cl:1][c:2]1[cH:3][cH:4][cH:5][c:6]2[c:7]([CH:11]3[CH2:12][CH2:13][NH:14][CH2:15][CH2:16]3)[cH:8][nH:9][c:10]12. Reactants: COC1=C(C=C(C=C1)Cl)[N+]#N.[Cl-] (Diazo Red RC), O.O.[Sn](Cl)Cl (Tin(II)chloride dihydrate), COC1=C(C=C(C=C1)Cl)N (C.I. 37120). Reagents/catalysts: COC1=C(C=C(C=C1)Cl)[N+]#N.COC1=C(C=C(C=C1)Cl)[N+]#N.[Cl-].[Cl-].Cl[Zn]Cl (Fast Red RC Salt). The solvent is Cl (HCl). Conditions: temperature 0 celsius, time 3 hour. The product is ClC=1C=CC(=C(C1)NN)OC ((5-chloro-2-methoxyphenyl)hydrazine). The yield is 84.0%. RXN SMILES: O.O.[Sn](Cl)Cl.[CH3:6][O:7][C:8]1[CH:13]=[CH:12][C:11]([Cl:14])=[CH:10][C:9]=1[N+:15]#[N:16].[Cl-].COC1C=CC(Cl)=CC=1N>Cl.COC1C=CC(Cl)=CC=1[N+]#N.COC1C=CC(Cl)=CC=1[N+]#N.[Cl-].[Cl-].Cl[Zn]Cl>[Cl:14][C:11]1[CH:12]=[CH:13][C:8]([O:7][CH3:6])=[C:9]([NH:15][NH2:16])[CH:10]=1 |f:0.1.2,3.4,7.8.9.10.11|. Procedure: Tin(II)chloride dihydrate (SnCl2.2H2O, 121 g, 0.54 mol) was dissolved in 300 ml concentrated HCl at −72° C. Diazo Red RC (Azoic Diazo No. 10, C.I. 37120, Fast Red RC Salt, Aldrich Chemical Co., 50 g, 0.18 mole) was added in portions with vigorous mechanical stirring. After the addition was complete, the reaction was stirred at 0° C. for three hours. The tan solid was filtered and washed with concentrated HCl, then stirred for 30 minutes in a mixture of 500 ml of dichloromethane and 500 ml 2N NaO... The reactants are F[B-](F)(F)F, CS(C)=O, CO, CCN(C(C)C)C(C)C, CC(N)c1nc2cc(Cl)ccc2[nH]1, Cl, ClCCl, O=C(O)c1ccc(-n2cnc3c(=O)[nH]ccc32)c(C(F)(F)F)c1, CN(C)C(On1nnc2ccccc21)=[N+](C)C. Yields the product CC(NC(=O)c1ccc(-n2cnc3c(=O)[nH]ccc32)c(C(F)(F)F)c1)c1nc2cc(Cl)ccc2[nH]1. Reaction SMILES: [B-:24]([F:25])([F:26])([F:27])[F:28].[CH3:69][S:70]([CH3:71])=[O:72].[CH3:73][OH:74].[CH:46]([N:47]([CH:48]([CH3:49])[CH3:50])[CH2:51][CH3:52])([CH3:53])[CH3:54].[Cl:55][c:56]1[cH:57][c:58]2[c:59]([nH:60][c:61]([CH:63]([CH3:64])[NH2:65])[n:62]2)[cH:66][cH:67]1.[Cl:68].[Cl:75][CH2:76][Cl:77].[O:1]=[c:2]1[nH:3][cH:4][cH:5][c:6]2[c:7]1[n:8][cH:9][n:10]2-[c:11]1[c:12]([C:20]([F:21])([F:22])[F:23])[cH:13][c:14]([C:15](=[O:16])[OH:17])[cH:18][cH:19]1.[n:29]1([O:30][C:31]([N:32]([CH3:33])[CH3:34])=[N+:35]([CH3:36])[CH3:37])[c:38]2[cH:39][cH:40][cH:41][cH:42][c:43]2[n:44][n:45]1>>[O:1]=[c:2]1[nH:3][cH:4][cH:5][c:6]2[c:7]1[n:8][cH:9][n:10]2-[c:11]1[c:12]([C:20]([F:21])([F:22])[F:23])[cH:13][c:14]([C:15](=[O:16])[NH:65][CH:63]([c:61]2[nH:60][c:59]3[c:58]([cH:57][c:56]([Cl:55])[cH:67][cH:66]3)[n:62]2)[CH3:64])[cH:18][cH:19]1. The reactants are BrC1=CC=C(C=C1)C=1C2=C(SC1)C=C(C=C2)O (3-(4-Bromo-phenyl)-benzo[b]thiophen-6-ol), C(=O)([O-])[O-].[K+].[K+] (K2CO3), BrCCCCBr (1,4-dibromobutane). Run in CC(=O)C (acetone). Reaction conditions: temperature 45 celsius, time 10 hour. Yields the product BrCCCCOC=1C=CC2=C(SC=C2C2=CC=C(C=C2)Br)C1 (6-(4-Bromo-butoxy)-3-(4-bromo-phenyl)-benzo[b]thiophene). Isolated yield 93.6%. As a reaction SMILES: [Br:1][C:2]1[CH:7]=[CH:6][C:5]([C:8]2[C:9]3[CH:16]=[CH:15][C:14]([OH:17])=[CH:13][C:10]=3[S:11][CH:12]=2)=[CH:4][CH:3]=1.C([O-])([O-])=O.[K+].[K+].[Br:24][CH2:25][CH2:26][CH2:27][CH2:28]Br>CC(C)=O>[Br:24][CH2:25][CH2:26][CH2:27][CH2:28][O:17][C:14]1[CH:15]=[CH:16][C:9]2[C:8]([C:5]3[CH:6]=[CH:7][C:2]([Br:1])=[CH:3][CH:4]=3)=[CH:12][S:11][C:10]=2[CH:13]=1 |f:1.2.3|. Procedure details: 2.0 g (6.55 mmol) 3-(4-Bromo-phenyl)-benzo[b]thiophen-6-ol in 25 ml acetone were treated with 5.89 g (42.6 mmol, 6.5 eq) K2CO3 and 2.0 ml (16.38 mmol, 2.5 eq) 1,4-dibromobutane. The reaction mixture was stirred at 45° C. for 10 h, filtered and evaporated. The excess of dibromide was removed in vacuo to yield 2.7 g crude 6-(4-Bromo-butoxy)-3-(4-bromo-phenyl)-benzo[b]thiophene, MS: 439 (M).